Dataset: the Open Reaction Database (ORD), a public repository of structured organic reaction records. Task: describe an organic reaction: reactants, conditions, products, and yield Starting materials: [Cl-].[NH4+] (ammonium chloride), N (ammonia), [C-]#N.[Na+] (sodium cyanide), C(C1=CC=CC=C1)N1CCC(CC1)=O (1-benzyl-4-piperidone). Solvent: O (water), O (water). Reaction conditions: time 1 hour. Product: NCC1(CCN(CC1)CC1=CC=CC=C1)N (4-Aminomethyl-1-benzyl-piperidine-4-ylamine). RXN SMILES: [Cl-].[NH4+:2].[NH3:3].[CH2:4]([N:11]1[CH2:16][CH2:15][C:14](=O)[CH2:13][CH2:12]1)[C:5]1[CH:10]=[CH:9][CH:8]=[CH:7][CH:6]=1.[C-:18]#N.[Na+]>O>[NH2:2][CH2:18][C:14]1([NH2:3])[CH2:15][CH2:16][N:11]([CH2:4][C:5]2[CH:10]=[CH:9][CH:8]=[CH:7][CH:6]=2)[CH2:12][CH2:13]1 |f:0.1,4.5|. Procedure: To a solution of ammonium chloride (1.73 g, 32.3 mmol) in water (20 ml) is added a 30% ammonia solution (2 ml) followed by 1-benzyl-4-piperidone. After 20 minutes sodium cyanide (1.47 g, 30 mmol) is added portionwise over 15 minutes. After stirring for one hour, water (50 ml) is added and the products are extracted with DCM (3×50 ml), dried (MgSO4) filtered and concentrated in vacuo. Purification by chromatography on silica eluting with 50-100% EtOAc in iso-hexane affords 4-Aminomethyl-1-benzyl-... Yield: 66.3%. Product: CC1(C(N(C(N1CC1=CC(=NC=C1)CC)=O)C1=CC=C(C=C1)OC(F)(F)F)=O)C (5,5-dimethyl-1-(2-ethylpyrid-4-ylmethyl)-3-(4-trifluoromethoxyphenyl)imidazolidine-2,4-dione). Reaction SMILES: [H-].[Na+].[CH3:3][C:4]1([CH3:22])[NH:8][C:7](=[O:9])[N:6]([C:10]2[CH:15]=[CH:14][C:13]([O:16][C:17]([F:20])([F:19])[F:18])=[CH:12][CH:11]=2)[C:5]1=[O:21].[CH2:23]([C:25]1[CH:30]=[C:29]([CH2:31]Br)[CH:28]=[CH:27][N:26]=1)[CH3:24].O.C(#N)C>CN(C)C=O>[CH3:3][C:4]1([CH3:22])[N:8]([CH2:31][C:29]2[CH:28]=[CH:27][N:26]=[C:25]([CH2:23][CH3:24])[CH:30]=2)[C:7](=[O:9])[N:6]([C:10]2[CH:15]=[CH:14][C:13]([O:16][C:17]([F:20])([F:19])[F:18])=[CH:12][CH:11]=2)[C:5]1=[O:21] |f:0.1,4.5|. The reactants are ( 95/5 ), O.C(C)#N (water acetonitrile), C(C)C1=NC=CC(=C1)CBr (2-ethyl-4-(bromomethyl)pyridine), [H-].[Na+] (sodium hydride), CC1(C(N(C(N1)=O)C1=CC=C(C=C1)OC(F)(F)F)=O)C (5,5-dimethyl-3-(4-trifluoromethoxyphenyl)imidazolidine-2,4-dione), ( 5/95 ), O.C(C)#N (water acetonitrile). Run at time 30 minute. Run in CN(C=O)C (dimethylformamide), CN(C=O)C (dimethylformamide). Procedure: 0.009 g of sodium hydride is added to a solution of 0.064 g of 5,5-dimethyl-3-(4-trifluoromethoxyphenyl)imidazolidine-2,4-dione in 1 ml of anhydrous dimethylformamide, under an inert atmosphere of argon, at a temperature in the region of 20° C. Stirring is continued at this temperature for 30 minutes. A solution of 0.062 g of 2-ethyl-4-(bromomethyl)pyridine in 0.5 ml of anhydrous dimethylformamide is added, followed by addition of ice-cold water after reaction for 10 minutes. The reaction mixtur... Starting materials: N#Cc1ccccc1-c1ccc(C=O)cc1, [BH3-]C#N, CCOC(C)=O, CCC(C)C(N)C(=O)OC, CCCCCC, Cl, [Na+]. Product: CCC(C)C(NCc1ccc(-c2ccccc2C#N)cc1)C(=O)OC. Reaction SMILES: [C:1](#[N:2])[c:3]1[c:4](-[c:9]2[cH:10][cH:11][c:12]([CH:15]=[O:16])[cH:13][cH:14]2)[cH:5][cH:6][cH:7][cH:8]1.[C:28]([BH3-:29])#[N:30].[C:38]([O:39][CH2:40][CH3:41])(=[O:42])[CH3:43].[CH3:18][O:19][C:20]([CH:21]([NH2:22])[CH:23]([CH3:24])[CH2:25][CH3:26])=[O:27].[CH3:32][CH2:33][CH2:34][CH2:35][CH2:36][CH3:37].[ClH:17].[Na+:31]>>[C:1](#[N:2])[c:3]1[c:4](-[c:9]2[cH:10][cH:11][c:12]([CH2:15][NH:22][CH:21]([C:20]([O:19][CH3:18])=[O:27])[CH:23]([CH3:24])[CH2:25][CH3:26])[cH:13][cH:14]2)[cH:5][cH:6][cH:7][cH:8]1.